From a dataset of the Open Reaction Database (ORD), a public repository of structured organic reaction records. describe an organic reaction: reactants, conditions, products, and yield Reaction conditions: time 8 hour. The product is Cl.Cl.S1C(=CC=C1)CCOC1CNC1 (3-(2-(Thiophen-2-yl)ethoxy)azetidine hydrochloride hydrochloride). Procedure: 1-Chloroethylchloroformate (361 μL, 3.33 mmol) was added to a solution of 1-benzhydryl-3-(2-(thiophen-2-yl)ethoxy)azetidine (1.11 g, 3.17 mmol) in dichloromethane (15 mL) at room temperature. The reaction mixture was stirred overnight at room temperature, then 1 hour at 70° C. After cooling down to room temperature, ethanol (15 mL) was added and the reaction mixture was stirred at 70° C. for 1 hour. After concentration to dryness, the crude mixture was triturated in pentane (2×15 mL) to give a y... Run in ClCCl (dichloromethane). Starting materials: ClC(C)OC(=O)Cl (1-Chloroethylchloroformate), C(C1=CC=CC=C1)(C1=CC=CC=C1)N1CC(C1)OCCC=1SC=CC1 (1-benzhydryl-3-(2-(thiophen-2-yl)ethoxy)azetidine), C(C)O (ethanol). RXN SMILES: [Cl:1]C(OC(Cl)=O)C.C([N:21]1[CH2:24][CH:23]([O:25][CH2:26][CH2:27][C:28]2[S:29][CH:30]=[CH:31][CH:32]=2)[CH2:22]1)(C1C=CC=CC=1)C1C=CC=CC=1.C(O)C>ClCCl>[ClH:1].[ClH:1].[S:29]1[CH:30]=[CH:31][CH:32]=[C:28]1[CH2:27][CH2:26][O:25][CH:23]1[CH2:24][NH:21][CH2:22]1 |f:4.5.6|. Starting materials: C#CCCCO, Cn1cc(C(=O)NCc2ccc(Cl)cc2)c(=O)c2cc(CN3CCOCC3)cc(I)c21, [Cu]I, CN(C)C=O, Cl[Pd]Cl, c1ccc(P(c2ccccc2)c2ccccc2)cc1, c1ccc(P(c2ccccc2)c2ccccc2)cc1. The product is Cn1cc(C(=O)NCc2ccc(Cl)cc2)c(=O)c2cc(CN3CCOCC3)cc(C#CCCCO)c21. Reaction SMILES: [CH2:32]([CH2:33][CH2:34][C:35]#[CH:36])[OH:37].[Cl:1][c:2]1[cH:3][cH:4][c:5]([CH2:6][NH:7][C:8](=[O:9])[c:10]2[cH:11][n:12]([CH3:29])[c:13]3[c:14]([I:28])[cH:15][c:16]([CH2:21][N:22]4[CH2:23][CH2:24][O:25][CH2:26][CH2:27]4)[cH:17][c:18]3[c:19]2=[O:20])[cH:30][cH:31]1.[Cu:79][I:80].[O:81]=[CH:82][N:83]([CH3:84])[CH3:85].[Pd:38]([Cl:39])[Cl:40].[c:41]1([P:42]([c:43]2[cH:44][cH:45][cH:46][cH:47][cH:48]2)[c:49]2[cH:50][cH:51][cH:52][cH:53][cH:54]2)[cH:55][cH:56][cH:57][cH:58][cH:59]1.[c:60]1([P:61]([c:62]2[cH:63][cH:64][cH:65][cH:66][cH:67]2)[c:68]2[cH:69][cH:70][cH:71][cH:72][cH:73]2)[cH:74][cH:75][cH:76][cH:77][cH:78]1>>[Cl:1][c:2]1[cH:3][cH:4][c:5]([CH2:6][NH:7][C:8](=[O:9])[c:10]2[cH:11][n:12]([CH3:29])[c:13]3[c:14]([C:36]#[C:35][CH2:34][CH2:33][CH2:32][OH:37])[cH:15][c:16]([CH2:21][N:22]4[CH2:23][CH2:24][O:25][CH2:26][CH2:27]4)[cH:17][c:18]3[c:19]2=[O:20])[cH:30][cH:31]1. Starting materials: NC1=C(C=C(C(=C1Cl)F)C#N)OC=1C(=C(C=CC1Cl)CNC(=O)C1=C(N=CN1)Cl)F (N-({3-[(2-amino-3-chloro-5-cyano-4-fluorophenyl)oxy]-4-chloro-2-fluorophenyl}methyl)-4-chloro-1H-imidazole-5-carboxamide), N(=O)OC(C)(C)C (tert-butyl nitrite). Solvent: C(C)#N (Acetonitrile). Reaction conditions: time 2 hour. Product: ClC=1N=CNC1C(=O)NCC1=C(C(=C(C=C1)Cl)OC1=CC(=C(C(=C1)C#N)F)Cl)F (4-chloro-N-({4-chloro-3-[(3-chloro-5-cyano-4-fluorophenyl)oxy]-2-fluorophenyl}methyl)-1H-imidazole-5-carboxamide). The yield is 46.2%. RXN SMILES: N[C:2]1[C:7]([Cl:8])=[C:6]([F:9])[C:5]([C:10]#[N:11])=[CH:4][C:3]=1[O:12][C:13]1[C:14]([F:30])=[C:15]([CH2:20][NH:21][C:22]([C:24]2[NH:28][CH:27]=[N:26][C:25]=2[Cl:29])=[O:23])[CH:16]=[CH:17][C:18]=1[Cl:19].N(OC(C)(C)C)=O>C(#N)C>[Cl:29][C:25]1[N:26]=[CH:27][NH:28][C:24]=1[C:22]([NH:21][CH2:20][C:15]1[CH:16]=[CH:17][C:18]([Cl:19])=[C:13]([O:12][C:3]2[CH:4]=[C:5]([C:10]#[N:11])[C:6]([F:9])=[C:7]([Cl:8])[CH:2]=2)[C:14]=1[F:30])=[O:23]. Reported procedure: To a solution of N-({3-[(2-amino-3-chloro-5-cyano-4-fluorophenyl)oxy]-4-chloro-2-fluorophenyl}methyl)-4-chloro-1H-imidazole-5-carboxamide (38 mg, 0.080 mmol) in Acetonitrile (10 ml) was added tert-butyl nitrite (0.021 ml, 0.161 mmol) and the reaction mixture was stirred at RT for 2 hours. The reaction was quenched with methanol, the solvent was removed and the crude material was purified via reverse phase HPLC to give 4-chloro-N-({4-chloro-3-[(3-chloro-5-cyano-4-fluorophenyl)oxy]-2-fluorophenyl}...